Task: describe an organic reaction: reactants, conditions, products, and yield. Dataset: the Open Reaction Database (ORD), a public repository of structured organic reaction records The reactants are COCP(=O)CCC=O (3-(methoxymethylphosphinyl)-propanal), C(C1=CC=CC=C1)N (benzylamine), Sodium sulfate anhydride, resultant solution. Solvent: C1(=CC=CC=C1)C (toluene). The product is C(C1=CC=CC=C1)N=CCCP(=O)COC (N-benzyl-3-(methoxymethylphosphinyl)-propylideneamine). The yield is 91.0%. As a reaction SMILES: [CH3:1][O:2][CH2:3][PH:4]([CH2:6][CH2:7][CH:8]=O)=[O:5].[CH2:10]([NH2:17])[C:11]1[CH:16]=[CH:15][CH:14]=[CH:13][CH:12]=1>C1(C)C=CC=CC=1>[CH2:10]([N:17]=[CH:8][CH2:7][CH2:6][PH:4]([CH2:3][O:2][CH3:1])=[O:5])[C:11]1[CH:16]=[CH:15][CH:14]=[CH:13][CH:12]=1. Reported procedure: Sodium sulfate anhydride (120 mg) was added to a solution obtained by dissolving 3-(methoxymethylphosphinyl)-propanal (60 mg) and benzylamine (42.8 mg) in toluene (3 ml), then the resultant solution was stirred for an hour at room temperature. Sodium sulfate was filtered out, and the resultant filtrate was concentrated to obtain N-benzyl-3-(methoxymethylphosphinyl)-propylideneamine (87 mg).